Dataset: the Open Reaction Database (ORD), a public repository of structured organic reaction records. Task: describe an organic reaction: reactants, conditions, products, and yield Starting materials: [BH4-], O=C1CCc2cc(Br)ccc21, CO, Cl, [Na+]. Yields the product OC1CCc2cc(Br)ccc21. RXN SMILES: [BH4-:12].[Br:1][c:2]1[cH:3][c:4]2[c:8]([cH:9][cH:10]1)[C:7](=[O:11])[CH2:6][CH2:5]2.[CH3:15][OH:16].[ClH:14].[Na+:13]>>[Br:1][c:2]1[cH:3][c:4]2[c:8]([cH:9][cH:10]1)[CH:7]([OH:11])[CH2:6][CH2:5]2. Reactants: CN(C)C=O, Cc1ccn(-c2ccc(C(=O)N3Cc4ccc(C)n4Cc4ccccc43)c(Cl)c2)n1, Cc1ccn(-c2ccc(C(=O)O)c(Cl)c2)n1, O=C(Cl)C(=O)Cl, ClCCl. The product is Cc1ccn(-c2ccc(C(=O)Cl)c(Cl)c2)n1. Reaction SMILES: [CH3:53][N:54]([CH3:55])[CH:56]=[O:57].[Cl:1][c:2]1[c:3]([C:14](=[O:15])[N:16]2[c:17]3[cH:18][cH:19][cH:20][cH:21][c:22]3[CH2:23][n:24]3[c:25]([CH3:26])[cH:27][cH:28][c:29]3[CH2:30]2)[cH:4][cH:5][c:6](-[n:8]2[n:9][c:10]([CH3:13])[cH:11][cH:12]2)[cH:7]1.[Cl:31][c:32]1[cH:33][c:34](-[n:35]2[cH:36][cH:37][c:38]([CH3:39])[n:40]2)[cH:41][cH:42][c:43]1[C:44]([OH:45])=[O:46].[Cl:47][C:48]([C:49]([Cl:50])=[O:51])=[O:52].[Cl:58][CH2:59][Cl:60]>>[Cl:1][c:2]1[c:3]([C:14](=[O:15])[Cl:31])[cH:4][cH:5][c:6](-[n:8]2[n:9][c:10]([CH3:13])[cH:11][cH:12]2)[cH:7]1. Starting materials: C(C)(C)(C)OC(=O)NS(=O)(=O)C1=C(C=CC=C1)C1=CC(=C(C=C1)CN1C(N(N=C1CCCC)C1=C(C=CC(=C1)[N+](=O)[O-])Cl)=O)F (4-[[2'-[N-(t-butoxycarbonyl)sulfamoyl]-3-fluorobiphenyl-4-yl]methyl]-5-n-butyl-2-(2-chloro-5-nitrophenyl)-2,4-dihydro-3H-1,2,4-triazol-3-one), [H][H] (hydrogen). The reagents and catalysts are [Pt]=O (platinum oxide). Solvent: C(C)O (ethanol). Product: NC=1C=CC(=C(C1)N1N=C(N(C1=O)CC1=C(C=C(C=C1)C1=C(C=CC=C1)S(NC(=O)OC(C)(C)C)(=O)=O)F)CCCC)Cl (2-(5-Amino-2-chlorophenyl)-4-[[2'-[N-(t-butoxycarbonyl)sulfamoyl]-3-fluorobiphenyl-4-yl]methyl]-5-n-butyl-2,4-dihydro-3H-1,2,4-triazol-3-one). Isolated yield 57.0%. As a reaction SMILES: [C:1]([O:5][C:6]([NH:8][S:9]([C:12]1[CH:17]=[CH:16][CH:15]=[CH:14][C:13]=1[C:18]1[CH:23]=[CH:22][C:21]([CH2:24][N:25]2[C:29]([CH2:30][CH2:31][CH2:32][CH3:33])=[N:28][N:27]([C:34]3[CH:39]=[C:38]([N+:40]([O-])=O)[CH:37]=[CH:36][C:35]=3[Cl:43])[C:26]2=[O:44])=[C:20]([F:45])[CH:19]=1)(=[O:11])=[O:10])=[O:7])([CH3:4])([CH3:3])[CH3:2].[H][H]>[Pt]=O.C(O)C>[NH2:40][C:38]1[CH:37]=[CH:36][C:35]([Cl:43])=[C:34]([N:27]2[C:26](=[O:44])[N:25]([CH2:24][C:21]3[CH:22]=[CH:23][C:18]([C:13]4[CH:14]=[CH:15][CH:16]=[CH:17][C:12]=4[S:9](=[O:10])(=[O:11])[NH:8][C:6]([O:5][C:1]([CH3:4])([CH3:3])[CH3:2])=[O:7])=[CH:19][C:20]=3[F:45])[C:29]([CH2:30][CH2:31][CH2:32][CH3:33])=[N:28]2)[CH:39]=1. Procedure details: A mixture of 313 mg (0.475 mmol) of 4-[[2'-[N-(t-butoxycarbonyl)sulfamoyl]-3-fluorobiphenyl-4-yl]methyl]-5-n-butyl-2-(2-chloro-5-nitrophenyl)-2,4-dihydro-3H-1,2,4-triazol-3-one (from Step B), 10 mg of platinum oxide, and 4 mL of ethanol was shaken with hydrogen at approximately 3 atm for 2.5 hours. The mixture was filtered through Celite, and the filtrate was concentrated to dryness. The residue was flash chromatographed on about 60 cc of silica gel (gradient elution with 0.5-2% MeOH in CH2Cl2) ... The reactants are O[C@@H]1C(=O)O[C@H](CC1)C1=CC=C(C=C1)OCCCCC ((2S,5R)-2-hydroxy-5-(4-pentyloxyphenyl)-δ-valerolactone), C(CCCCCCC)OC1=CC=C(C(=O)O)C=C1 (4-octyloxybenzoic acid), N(=NC(=O)OCC)C(=O)OCC (diethyl azodicarboxylate), C1(=CC=CC=C1)P(C1=CC=CC=C1)C1=CC=CC=C1 (triphenylphosphine). Run in C1=CC=CC=C1 (benzene). Conditions: time 8 hour. Yields the product CCCC(CCCC)OC1=C(C=CC=C1)[C@@]1(C(=O)O[C@@H](CC1)C1=CC=C(C=C1)OCCCCC)C(=O)O ((2R,5S)-2-(4-octyloxy)- phenylcarboxy-5-(4-pentyloxyphenyl)-δ-valerolactone). Yield: 54.6%. Reaction SMILES: O[C@H:2]1[CH2:8][CH2:7][C@H:6]([C:9]2[CH:14]=[CH:13][C:12]([O:15][CH2:16][CH2:17][CH2:18][CH2:19][CH3:20])=[CH:11][CH:10]=2)[O:5][C:3]1=[O:4].[CH2:21]([O:29][C:30]1[CH:38]=[CH:37][C:33](C(O)=O)=[CH:32][CH:31]=1)[CH2:22][CH2:23][CH2:24][CH2:25]CCC.N([C:46]([O:48]CC)=[O:47])=NC(OCC)=O.[C:51]1(P(C2C=CC=CC=2)C2C=CC=CC=2)[CH:56]=CC=C[CH:52]=1>C1C=CC=CC=1>[CH3:52][CH2:51][CH2:56][CH:21]([O:29][C:30]1[CH:31]=[CH:32][CH:33]=[CH:37][C:38]=1[C@@:2]1([C:46]([OH:48])=[O:47])[CH2:8][CH2:7][C@@H:6]([C:9]2[CH:14]=[CH:13][C:12]([O:15][CH2:16][CH2:17][CH2:18][CH2:19][CH3:20])=[CH:11][CH:10]=2)[O:5][C:3]1=[O:4])[CH2:22][CH2:23][CH2:24][CH3:25]. Procedure: In 2 ml of benzene was dissolved 0.1 g of (2S,5R)-2-hydroxy-5-(4-pentyloxyphenyl)-δ-valerolactone, and 0.1 g of 4-octyloxybenzoic acid and 0.05 g of diethyl azodicarboxylate were added to the solution. Then 0.1 g of triphenylphosphine was added to the mixture and reaction was carried out by continuing stirring at room temperature overnight. The solvent was removed from the mixture by distillation and the obtained crude product was purified by the silica gel column chromatography to obtain 0.08 g... The reactants are C(C)(=O)OCC (ethyl acetate), C1(CC1)NC(C1=CC(=C(C=C1)C)N1C=NC2=CC=C(C=C2C1=O)ON1CCCCC1)=O (N-Cyclopropyl-4-methyl-3-[4-oxo-6-(piperidin-yloxy)quinazolin-3(4H)-yl]benzamide), IC (iodomethane), C([O-])([O-])=O.[K+].[K+] (potassium carbonate). Run in CN(C)C=O (DMF). Run at time 19 hour. Yields the product C1(CC1)NC(C1=CC(=C(C=C1)C)N1C=NC2=CC=C(C=C2C1=O)OC1CCN(CC1)C)=O (N-Cyclopropyl-4-methyl-3-[6-[(1-methylpiperidin-4-yl)oxy]-4-oxoquinazolin-3(4H)-yl]benzamide). RXN SMILES: [CH:1]1([NH:4][C:5](=[O:31])[C:6]2[CH:11]=[CH:10][C:9]([CH3:12])=[C:8]([N:13]3[C:22](=[O:23])[C:21]4[C:16](=[CH:17][CH:18]=[C:19]([O:24]N5CCCCC5)[CH:20]=4)[N:15]=[CH:14]3)[CH:7]=2)[CH2:3][CH2:2]1.IC.C(=O)([O-])[O-].[K+].[K+].C(O[CH2:44][CH3:45])(=O)C>CN(C=O)C>[CH:1]1([NH:4][C:5](=[O:31])[C:6]2[CH:11]=[CH:10][C:9]([CH3:12])=[C:8]([N:13]3[C:22](=[O:23])[C:21]4[C:16](=[CH:17][CH:18]=[C:19]([O:24][CH:45]5[CH2:44][CH2:14][N:13]([CH3:22])[CH2:8][CH2:7]5)[CH:20]=4)[N:15]=[CH:14]3)[CH:7]=2)[CH2:2][CH2:3]1 |f:2.3.4|. Reported procedure: N-Cyclopropyl-4-methyl-3-[4-oxo-6-(piperidin-yloxy)quinazolin-3(4H)-yl]benzamide (0.3 g), iodomethane (0.044 ml) and potassium carbonate (0.397 g) were stirred in DMF (2 ml) for 18 hours at room temperature. The reaction mixture was diluted with ethyl acetate and the organic phase was washed with water (5×), brine (2×), dried (magnesium sulfate) and concentrated. The residue was dissolved in methylene chloride (2 ml) and stirred with PS-isocyanate resin (1.25 mmol/g) (0.28 g) and MP-carbonate (2... Reactants: CCCc1nn(C)c2c(=O)[nH]c(-c3cc(Br)ccc3OCC)nc12, CCOC(C)=O, C=CC(=O)N(C)C, CCCCCC. Yields the product CCCc1nn(C)c2c(=O)[nH]c(-c3cc(C=CC(=O)N(C)C)ccc3OCC)nc12. Reaction SMILES: [Br:8][c:9]1[cH:10][cH:11][c:12]([O:29][CH2:30][CH3:31])[c:13](-[c:15]2[nH:16][c:17](=[O:28])[c:18]3[c:19]([n:20]2)[c:21]([CH2:25][CH2:26][CH3:27])[n:22][n:23]3[CH3:24])[cH:14]1.[C:38]([O:39][CH2:40][CH3:41])(=[O:42])[CH3:43].[CH3:1][N:2]([C:3]([CH:4]=[CH2:5])=[O:6])[CH3:7].[CH3:32][CH2:33][CH2:34][CH2:35][CH2:36][CH3:37]>>[CH3:1][N:2]([C:3]([CH:4]=[CH:5][c:9]1[cH:10][cH:11][c:12]([O:29][CH2:30][CH3:31])[c:13](-[c:15]2[nH:16][c:17](=[O:28])[c:18]3[c:19]([n:20]2)[c:21]([CH2:25][CH2:26][CH3:27])[n:22][n:23]3[CH3:24])[cH:14]1)=[O:6])[CH3:7]. The reactants are FC=1C=C(C=CC1[N+](=O)[O-])O (3-fluoro-4-nitrophenol), C([O-])([O-])=O.[K+].[K+] (potassium carbonate), ClC(F)F (chlorodifluoromethane). Solvent: CN(C=O)C (N,N-Dimethylformamide). Conditions: temperature 85 celsius, time 2 hour. The product is FC(OC1=CC(=C(C=C1)[N+](=O)[O-])F)F (4-(difluoromethoxy)-2-fluoro-1-nitrobenzene). Reaction SMILES: [F:1][C:2]1[CH:3]=[C:4]([OH:11])[CH:5]=[CH:6][C:7]=1[N+:8]([O-:10])=[O:9].C(=O)([O-])[O-].[K+].[K+].Cl[CH:19]([F:21])[F:20]>CN(C)C=O>[F:20][CH:19]([F:21])[O:11][C:4]1[CH:5]=[CH:6][C:7]([N+:8]([O-:10])=[O:9])=[C:2]([F:1])[CH:3]=1 |f:1.2.3|. Reported procedure: N,N-Dimethylformamide (15 mL) was added to 3-fluoro-4-nitrophenol (1.01 g, 6.43 mmol) and potassium carbonate (5.33 g, 38.6 mmol) in a 50 mL stainless steel reactor. The vessel was sparged briefly with CF2HCl, chilled with dry ice, and then chlorodifluoromethane (3.34 g, 38.6 mmol) was transferred into the reactor through a polypropylene tube. The mixture was stirred at 85° C. for 2 hours. The supernatant mixture was concentrated onto silica gel. Purification via flash chromatography (0-40% ethy...